From a dataset of the Open Reaction Database (ORD), a public repository of structured organic reaction records. describe an organic reaction: reactants, conditions, products, and yield The reactants are solid, C(C)OC(CN1C(C2=CC=C(C=C2C1=O)[N+](=O)[O-])=O)=O ((5-nitro-1,3-dioxo-1,3-dihydro-isoindol-2-yl)-acetic acid ethyl ester). Reagents/catalysts: [Pd] (Palladium). The solvent is C(C)(=O)O (acetic acid). Reaction conditions: time 18 hour. Yields the product C(C)OC(CN1C(C2=CC=C(C=C2C1=O)N)=O)=O ((5-Amino-1,3-dioxo-1,3-dihydro-isoindol-2-yl)-acetic acid ethyl ester). Yield: 78.5%. As a reaction SMILES: [CH2:1]([O:3][C:4](=[O:20])[CH2:5][N:6]1[C:14](=[O:15])[C:13]2[C:8](=[CH:9][CH:10]=[C:11]([N+:16]([O-])=O)[CH:12]=2)[C:7]1=[O:19])[CH3:2]>C(O)(=O)C.[Pd]>[CH2:1]([O:3][C:4](=[O:20])[CH2:5][N:6]1[C:14](=[O:15])[C:13]2[C:8](=[CH:9][CH:10]=[C:11]([NH2:16])[CH:12]=2)[C:7]1=[O:19])[CH3:2]. Procedure: 10% Palladium/C (50% wet) solid (2.0 g) was added to a solution mixture of (5-nitro-1,3-dioxo-1,3-dihydro-isoindol-2-yl)-acetic acid ethyl ester (10.0 g) in glacial acetic acid (150 ml). Stirred vigorously under H2 (balloon pressure) at room temperature overnight (18 h). Catalyst was filtered off through a pad of celite and rinsed with methylene chloride. Filtrate was concentrated to give the title compound (7.0 g). 1H NMR (200 MHz, CDCl3) δ 7.59 (d, J=8.2 Hz, 1H), 7.02 (d, J=2.0 Hz, 1H), 6.81 (...